The task is: describe an organic reaction: reactants, conditions, products, and yield. This data is from the Open Reaction Database (ORD), a public repository of structured organic reaction records. The reactants are C(O)(O)=O.NNC(=N)N (aminoguanidine hydrogen carbonate), ClC1=CC=C(C=C1)C(C=O)=CC=1SC(=CC1)[N+](=O)[O-] (2-(4-chlorophenyl)-3-(5-nitro-2-thienyl)acrolein). Solvent: Cl (hydrochloric acid), CO (methanol). The product is C(N)(=N)NN=CC(=CC=1SC(=CC1)[N+](=O)[O-])C1=CC=C(C=C1)Cl (2-(4-chlorophenyl)-3-(5-nitro-2-thienyl)acrolein-guanylhydrazone). As a reaction SMILES: C(=O)(O)O.[NH2:5][NH:6][C:7]([NH2:9])=[NH:8].[Cl:10][C:11]1[CH:16]=[CH:15][C:14]([C:17](=[CH:20][C:21]2[S:22][C:23]([N+:26]([O-:28])=[O:27])=[CH:24][CH:25]=2)[CH:18]=O)=[CH:13][CH:12]=1>Cl.CO>[C:7]([NH:6][N:5]=[CH:18][C:17]([C:14]1[CH:15]=[CH:16][C:11]([Cl:10])=[CH:12][CH:13]=1)=[CH:20][C:21]1[S:22][C:23]([N+:26]([O-:28])=[O:27])=[CH:24][CH:25]=1)(=[NH:9])[NH2:8] |f:0.1|. Procedure: A solution of 0.46 g of aminoguanidine hydrogen carbonate in 5 cc of 10% hydrochloric acid is added to 1.0 g of 2-(4-chlorophenyl)-3-(5-nitro-2-thienyl)acrolein in 20 cc of methanol, and the mixture is heated to 50° for one hour. Upon cooling, the hydrochloride of the title compound is obtained as yellow crystals having a M.P. of 225°-227°.